Dataset: the Open Reaction Database (ORD), a public repository of structured organic reaction records. Task: describe an organic reaction: reactants, conditions, products, and yield The reactants are CC(=O)O, Cn1nc(-c2c(F)cccc2Cl)nc1Cc1ccc(Cl)cc1, O=[Cr](=O)(O)O, O. As a reaction SMILES: [CH3:29][C:30](=[O:31])[OH:32].[Cl:1][c:2]1[cH:3][cH:4][c:5]([CH2:6][c:7]2[n:8][c:9](-[c:13]3[c:14]([Cl:20])[cH:15][cH:16][cH:17][c:18]3[F:19])[n:10][n:11]2[CH3:12])[cH:21][cH:22]1.[Cr:23](=[O:24])([OH:25])([OH:26])=[O:27].[OH2:28]>>[Cl:1][c:2]1[cH:3][cH:4][c:5]([C:6]([c:7]2[n:8][c:9](-[c:13]3[c:14]([Cl:20])[cH:15][cH:16][cH:17][c:18]3[F:19])[n:10][n:11]2[CH3:12])=[O:24])[cH:21][cH:22]1. Product: Cn1nc(-c2c(F)cccc2Cl)nc1C(=O)c1ccc(Cl)cc1. Starting materials: CN(CC(CC1CCCCC1)NC(=O)Oc1ccc([N+](=O)[O-])cc1)C(=O)OCC[Si](C)(C)C, CCN(C(C)C)C(C)C, CCOC(=O)COC(C)(c1cccc(Cl)c1)C1CCCNC1, ClCCl. The product is CCOC(=O)COC(C)(c1cccc(Cl)c1)C1CCCN(C(=O)NC(CC2CCCCC2)CN(C)C(=O)OCC[Si](C)(C)C)C1. As a reaction SMILES: [CH:23]1([CH2:29][CH:30]([CH2:31][N:32]([C:33](=[O:34])[O:35][CH2:36][CH2:37][Si:38]([CH3:39])([CH3:40])[CH3:41])[CH3:42])[NH:43][C:44]([O:45][c:47]2[cH:48][cH:49][c:50]([N+:51]([O-:52])=[O:53])[cH:54][cH:55]2)=[O:46])[CH2:24][CH2:25][CH2:26][CH2:27][CH2:28]1.[CH:56]([N:57]([CH2:58][CH3:59])[CH:60]([CH3:61])[CH3:62])([CH3:63])[CH3:64].[Cl:1][c:2]1[cH:3][c:4]([C:8]([CH3:9])([O:10][CH2:11][C:12](=[O:13])[O:14][CH2:15][CH3:16])[CH:17]2[CH2:18][NH:19][CH2:20][CH2:21][CH2:22]2)[cH:5][cH:6][cH:7]1.[Cl:65][CH2:66][Cl:67]>>[Cl:1][c:2]1[cH:3][c:4]([C:8]([CH3:9])([O:10][CH2:11][C:12](=[O:13])[O:14][CH2:15][CH3:16])[CH:17]2[CH2:18][N:19]([C:44]([NH:43][CH:30]([CH2:29][CH:23]3[CH2:24][CH2:25][CH2:26][CH2:27][CH2:28]3)[CH2:31][N:32]([C:33](=[O:34])[O:35][CH2:36][CH2:37][Si:38]([CH3:39])([CH3:40])[CH3:41])[CH3:42])=[O:45])[CH2:20][CH2:21][CH2:22]2)[cH:5][cH:6][cH:7]1. The reactants are [OH-].[Na+] (sodium hydroxide), C1(CCCCC1)C[C@H]1C(N([C@H]1CCC)OC1OCCCC1)=O ((3R,4S)-3-Cyclohexylmethyl-4-propyl-1-(2-tetrahydropyranyloxy)azetidin-2-one), S([O-])(O)(=O)=O.[Na+] (sodium bisulfate). Run in CCOCC (ether), O1CCOCC1 (1,4-dioxane). Run at temperature 25 celsius, time 18 hour. Product: O1C(CCCC1)ON[C@H]([C@H](C(=O)O)CC1CCCCC1)CCC ((2R,3S)-3-(2-tetrahydropyranyloxyamino)-2-(cyclohexylmethyl)hexanoic acid). Isolated yield 85.0%. As a reaction SMILES: [CH:1]1([CH2:7][C@@H:8]2[C@H:11]([CH2:12][CH2:13][CH3:14])[N:10]([O:15][CH:16]3[CH2:21][CH2:20][CH2:19][CH2:18][O:17]3)[C:9]2=[O:22])[CH2:6][CH2:5][CH2:4][CH2:3][CH2:2]1.[OH-].[Na+].S(=O)(=O)(O)[O-:26].[Na+]>O1CCOCC1.CCOCC>[O:17]1[CH2:18][CH2:19][CH2:20][CH2:21][CH:16]1[O:15][NH:10][C@@H:11]([CH2:12][CH2:13][CH3:14])[C@@H:8]([CH2:7][CH:1]1[CH2:6][CH2:5][CH2:4][CH2:3][CH2:2]1)[C:9]([OH:22])=[O:26] |f:1.2,3.4|. Procedure details: (3R,4S)-3-Cyclohexylmethyl-4-propyl-1-(2-tetrahydropyranyloxy)azetidin-2-one (2.25 g, 7.27 mmol) is dissolved in 10 mL of 1,4-dioxane. 2.5 N Aqueous sodium hydroxide solution (8.73 mL, 21.8 mmol) is added and the reaction stirred for 18 h at 25° C. The solution is diluted with 50 mL of ether and shaken. The organic phase is discarded and the aqueous layer is acidified with solid sodium bisulfate and then extracted with two 25-mL portions of ether. The combined organic phases are dried over sodiu... The reactants are [Li]CCCC, CCCN(CCC)C1CSc2sccc2C1, CI, CCCCCC, C1CCOC1. Yields the product CCCN(CCC)C1CSc2sc(C)cc2C1. Reaction SMILES: [CH2:17]([Li:18])[CH2:19][CH2:20][CH3:21].[CH2:1]([CH2:2][CH3:3])[N:4]([CH:5]1[CH2:6][c:7]2[c:8]([s:11][cH:12][cH:13]2)[S:9][CH2:10]1)[CH2:14][CH2:15][CH3:16].[CH3:22][I:23].[CH3:29][CH2:30][CH2:31][CH2:32][CH2:33][CH3:34].[O:24]1[CH2:25][CH2:26][CH2:27][CH2:28]1>>[CH2:1]([CH2:2][CH3:3])[N:4]([CH:5]1[CH2:6][c:7]2[c:8]([s:11][c:12]([CH3:17])[cH:13]2)[S:9][CH2:10]1)[CH2:14][CH2:15][CH3:16].